Dataset: the Open Reaction Database (ORD), a public repository of structured organic reaction records. Task: describe an organic reaction: reactants, conditions, products, and yield Starting materials: C(C)[C@@H]1[C@@H]([C@]2(C)[C@@H](C1)[C@@H]1CCC3=CC(CC[C@@H]3[C@H]1CC2)=O)OC(CO)=O (16β-ethyl-17β-glycoloyloxy-4-estren-3-one), CN(C1=CC=CC=C1)C (N,N-dimethylaniline), C(C)(=O)OCC (ethyl acetate), C1(CCCC1)CC(=O)Cl (cyclopentylacetyl chloride). The solvent is ClCCl (dichloromethane). Product: C(C)[C@@H]1[C@@H]([C@]2(C)[C@@H](C1)[C@@H]1CCC3=CC(CC[C@@H]3[C@H]1CC2)=O)OC(COC(CC2CCCC2)=O)=O (16β-Ethyl-17β-cyclopentylacetoxyacetoxy-4-estren-3-one). RXN SMILES: [CH2:1]([C@H:3]1[CH2:8][C@H:7]2[C@H:9]3[C@H:18]([CH2:19][CH2:20][C@:5]2([CH3:6])[C@H:4]1[O:22][C:23](=[O:26])[CH2:24][OH:25])[C@@H:17]1[C:12](=[CH:13][C:14](=[O:21])[CH2:15][CH2:16]1)[CH2:11][CH2:10]3)[CH3:2].CN(C)C1C=CC=CC=1.[CH:36]1([CH2:41][C:42](Cl)=[O:43])[CH2:40][CH2:39][CH2:38][CH2:37]1.C(OCC)(=O)C>ClCCl>[CH2:1]([C@H:3]1[CH2:8][C@H:7]2[C@H:9]3[C@H:18]([CH2:19][CH2:20][C@:5]2([CH3:6])[C@H:4]1[O:22][C:23](=[O:26])[CH2:24][O:25][C:42](=[O:43])[CH2:41][CH:36]1[CH2:40][CH2:39][CH2:38][CH2:37]1)[C@@H:17]1[C:12](=[CH:13][C:14](=[O:21])[CH2:15][CH2:16]1)[CH2:11][CH2:10]3)[CH3:2]. Reported procedure: In 10 ml of dichloromethane are dissolved 0.5 g of 16β-ethyl-17β-glycoloyloxy-4-estren-3-one and 0.2 ml of N,N-dimethylaniline and, with stirring, 0.3 ml of cyclopentylacetyl chloride is added. The mixture is stirred at room temperature (15°-25° C.) overnight and 150 ml of ethyl acetate is added. The mixture is washed with 10% H3PO4, water, 10% aqueous NaHCO3, water and saturated aqueous sodium chloride solution in that order and dried over anhydrous magnesium sulfate. The solvent is then distil...